This data is from the Open Reaction Database (ORD), a public repository of structured organic reaction records. The task is: describe an organic reaction: reactants, conditions, products, and yield Isolated yield 66.8%. Reactants: C1(=C(C(=O)C1=O)O)O (quadratic acid), OCCNC1CC(NC(C1)(C)C)(C)C (4-(2-hydroxyethyl)amino-2,2,6,6-tetramethylpiperidine). RXN SMILES: [C:1]1(O)[C:5](=[O:6])[C:3](=O)[C:2]=1[OH:7].[OH:9][CH2:10][CH2:11][NH:12][CH:13]1[CH2:18][C:17]([CH3:20])([CH3:19])[NH:16][C:15]([CH3:22])([CH3:21])[CH2:14]1>CC(C)=O>[OH:9][CH2:10][CH2:11][N:12]([C+:1]1[C:2]([O-:7])=[C:3]([N:12]([CH:13]2[CH2:14][C:15]([CH3:22])([CH3:21])[NH:16][C:17]([CH3:20])([CH3:19])[CH2:18]2)[CH2:11][CH2:10][OH:9])[C+:5]1[O-:6])[CH:13]1[CH2:14][C:15]([CH3:22])([CH3:21])[NH:16][C:17]([CH3:20])([CH3:19])[CH2:18]1. Yields the product OCCN(C1CC(NC(C1)(C)C)(C)C)[C+]1[C+](C(=C1[O-])N(CCO)C1CC(NC(C1)(C)C)(C)C)[O-] (1,3-Bis[N-2-hydroxyethyl-N-(2,2,6,6-tetramethyl-4-piperidyl)amino]cyclobutenediylium-2,4-diolate). Procedure: 5.7 g of quadratic acid (0.05 mole) and 50.1 g of 97.7% strength 4-(2-hydroxyethyl)amino-2,2,6,6-tetramethylpiperidine (0.244 mole) were heated for five hours to 200° C. After cooling, the reaction product was boiled with 150 cc of acetone and, after another cooling step, vacuum-filtered and washed with acetone, thus obtaining 16.0 g. Yield: 66.8% of theory, mp 309°-311° C. Extinction (g/l.cm) at 336 nm: 97. The solvent is CC(=O)C (acetone). The reactants are C1=CC=CC=2C3=CC=CC=C3NC12 (carbazole), C(C)(C)(CC(C)(C)C)Br (t-octyl bromide), ice water. Reagents/catalysts: [Cl-].[Cl-].[Zn+2] (ZnCl2). The solvent is C1(=CC=CC=C1)C (toluene), [N+](=O)([O-])C (nitromethane). Conditions: time 2 hour. The product is CC(CC=1C=CC=2NC3=CC=C(C=C3C2C1)CC(CC(C)C)(C)C)(CC(C)C)C (3,6-bis-(2,2,4,4-tetramethylbutyl)-carbazole). RXN SMILES: [CH:1]1[C:13]2[NH:12][C:11]3[C:6](=[CH:7][CH:8]=[CH:9][CH:10]=3)[C:5]=2[CH:4]=[CH:3][CH:2]=1.[C:14](Br)([CH2:17][C:18]([CH3:21])([CH3:20])[CH3:19])([CH3:16])[CH3:15]>[N+](C)([O-])=O.C1(C)C=CC=CC=1.[Cl-].[Cl-].[Zn+2]>[CH3:19][C:18]([CH3:21])([CH2:17][CH:14]([CH3:16])[CH3:15])[CH2:20][C:3]1[CH:2]=[CH:1][C:13]2[NH:12][C:11]3[C:6]([C:5]=2[CH:4]=1)=[CH:7][C:8]([CH2:19][C:18]([CH3:21])([CH3:20])[CH2:17][CH:14]([CH3:16])[CH3:15])=[CH:9][CH:10]=3 |f:4.5.6|. Procedure details: ZnCl2 (36.8 g, 276 mmol) and carbazole (21.0 g, 126 mmol) are suspended in 600 mL nitromethane in a 1 qt jar in a glove-box. The t-octyl bromide (53.4 g, 276 mmol) is added dropwise to the gray-green suspension via addition funnel. The mixture turns into a black solution during the addition. The solution is allowed to stir at room temperature for two hours and then poured into 500 mL ice water. The product is extracted out of the mixture with 500 mL and 250 mL CH2Cl2. The combined organic portio...